From a dataset of the Open Reaction Database (ORD), a public repository of structured organic reaction records. describe an organic reaction: reactants, conditions, products, and yield The reactants are CC(=O)O[BH-](OC(C)=O)OC(C)=O, CCOC(C)=O, ClCCl, COc1ccc2ncc(=O)n(CCN3CCC(N)CC3)c2c1, [Na+], O=Cc1ccc2c(n1)NC(=O)CO2. Product: COc1ccc2ncc(=O)n(CCN3CCC(NCc4ccc5c(n4)NC(=O)CO5)CC3)c2c1. As a reaction SMILES: [C:36]([O:37][BH-:38]([O:39][C:40](=[O:41])[CH3:42])[O:43][C:44](=[O:45])[CH3:46])(=[O:47])[CH3:48].[C:50]([O:51][CH2:52][CH3:53])(=[O:54])[CH3:55].[Cl:56][CH2:57][Cl:58].[NH2:1][CH:2]1[CH2:3][CH2:4][N:5]([CH2:8][CH2:9][n:10]2[c:11](=[O:22])[cH:12][n:13][c:14]3[cH:15][cH:16][c:17]([O:20][CH3:21])[cH:18][c:19]23)[CH2:6][CH2:7]1.[Na+:49].[O:23]=[C:24]1[NH:25][c:26]2[c:27]([cH:30][cH:31][c:32]([CH:34]=[O:35])[n:33]2)[O:28][CH2:29]1>>[NH:1]([CH:2]1[CH2:3][CH2:4][N:5]([CH2:8][CH2:9][n:10]2[c:11](=[O:22])[cH:12][n:13][c:14]3[cH:15][cH:16][c:17]([O:20][CH3:21])[cH:18][c:19]23)[CH2:6][CH2:7]1)[CH2:34][c:32]1[cH:31][cH:30][c:27]2[c:26]([n:33]1)[NH:25][C:24](=[O:23])[CH2:29][O:28]2. Starting materials: Cc1cc2c(=O)[nH]c(Cn3cc(C=O)c(C(F)(F)F)n3)nc2s1, CCO, CCCCCCC, Cl, NO, [Zn]. Product: Cc1cc2c(=O)[nH]c(Cn3cc(CN)c(C(F)(F)F)n3)nc2s1. Reaction SMILES: [CH3:1][c:2]1[cH:3][c:4]2[c:5]([n:6][c:7]([CH2:11][n:12]3[n:13][c:14]([C:19]([F:20])([F:21])[F:22])[c:15]([CH:17]=[O:18])[cH:16]3)[nH:8][c:9]2=[O:10])[s:23]1.[CH3:27][CH2:28][OH:29].[CH3:30][CH2:31][CH2:32][CH2:33][CH2:34][CH2:35][CH3:36].[ClH:24].[NH2:25][OH:26].[Zn:37]>>[CH3:1][c:2]1[cH:3][c:4]2[c:5]([n:6][c:7]([CH2:11][n:12]3[n:13][c:14]([C:19]([F:20])([F:21])[F:22])[c:15]([CH2:17][NH2:25])[cH:16]3)[nH:8][c:9]2=[O:10])[s:23]1. Reaction conditions: time 2 hour. Reaction SMILES: [NH2:1][C:2]1[C:10]([CH3:11])=[C:9]2[C:5]([CH:6]=[CH:7][NH:8]2)=[CH:4][CH:3]=1.C1C=C(O[C:19](OC2N=CC=CC=2)=[S:20])N=CC=1>C(Cl)Cl>[N:1]([C:2]1[C:10]([CH3:11])=[C:9]2[C:5]([CH:6]=[CH:7][NH:8]2)=[CH:4][CH:3]=1)=[C:19]=[S:20]. The yield is 69.9%. Yields the product N(=C=S)C1=CC=C2C=CNC2=C1C (6-isothiocyanato-7-methylindole). Run in C(Cl)Cl (methylene chloride). Procedure: To a solution of 6-amino-7-methylindole (1.0 g, 6.84 mmol) in methylene chloride (50 mL) is added di-2-pyridyl thionocarbonate (1.59 g, 6.84 mmol). The resulting solution is stirred at room temperature for two hours followed by removal of the methylene chloride by rotary evaporation. The crude material is purified via silica gel column chromatography using 10% ethyl acetate/hexane as the eluting solvent. The product containing fractions are combined and the solvents removed by rotary evaporation... Starting materials: NC1=CC=C2C=CNC2=C1C (6-amino-7-methylindole), C1=CC=NC(=C1)OC(=S)OC2=CC=CC=N2 (di-2-pyridyl thionocarbonate).